From a dataset of the Open Reaction Database (ORD), a public repository of structured organic reaction records. describe an organic reaction: reactants, conditions, products, and yield Starting materials: CC(C)(C)OC(=O)NN, O=C([O-])O, ClCCCl, COc1cc(C=CC(=O)O)ccc1-n1cnc(C)c1, CCOC(C)=O, [Na+], CN(C)C=O, O, On1nnc2ccccc21. Product: COc1cc(C=CC(=O)NNC(=O)OC(C)(C)C)ccc1-n1cnc(C)c1. RXN SMILES: [C:30]([NH:31][NH2:32])(=[O:33])[O:34][C:35]([CH3:36])([CH3:37])[CH3:38].[C:40](=[O:41])([OH:42])[O-:43].[CH2:56]([Cl:57])[CH2:58][Cl:59].[CH3:11][O:12][c:13]1[cH:14][c:15]([CH:25]=[CH:26][C:27](=[O:28])[OH:29])[cH:16][cH:17][c:18]1-[n:19]1[cH:20][n:21][c:22]([CH3:24])[cH:23]1.[CH3:50][CH2:51][O:52][C:53](=[O:54])[CH3:55].[Na+:44].[O:45]=[CH:46][N:47]([CH3:48])[CH3:49].[OH2:39].[OH:1][n:2]1[c:3]2[c:4]([cH:5][cH:6][cH:7][cH:8]2)[n:9][n:10]1>>[CH3:11][O:12][c:13]1[cH:14][c:15]([CH:25]=[CH:26][C:27](=[O:29])[NH:32][NH:31][C:30](=[O:33])[O:34][C:35]([CH3:36])([CH3:37])[CH3:38])[cH:16][cH:17][c:18]1-[n:19]1[cH:20][n:21][c:22]([CH3:24])[cH:23]1. Procedure: Ingenol can be converted to ingenol-3,4-acetonide by treatment with 4-toluenesulphonic acid hydrate and acetone to give ingenol-3,4:5,20-diacetonide followed by treatment with perchloric acid in methanol or zinc bromide in dichloromethane and methanol according to the method of Opferkuch et al. (1981). Ingenol-3,4-acetonide could be converted to ingenol-3,4-acetonide-20-trityl ether by treatment with trityl chloride and 4-(N,N-dimethylamino)pyridine in dry pyridine, acylated in an analogous mann... Reactants: C[C@@H]1C[C@@H]2[C@@H](C2(C)C)[C@@H]3C=C([C@H]([C@]4([C@@]1(C3=O)C=C([C@@H]4O)C)O)O)CO (Ingenol), CC(=O)C (acetone), ingenol 3,4-acetonide, O.C1(=CC=C(C=C1)S(=O)(=O)O)C (4-toluenesulphonic acid hydrate). Yields the product CC1CC2C(C2(C)C)C3C=C4COC(OC4C56C1(C3=O)C=C(C5OC(O6)(C)C)C)(C)C (ingenol-3,4:5,20-diacetonide). As a reaction SMILES: [CH3:1][C@H:2]1[C@:14]23[CH:17]=[C:18]([CH3:21])[C@H:19]([OH:20])[C@@:13]2([OH:22])[C@H:12]([OH:23])[C:11]([CH2:24][OH:25])=[CH:10][C@H:9]([C:15]3=[O:16])[C@@H:5]2[C:6]([CH3:8])([CH3:7])[C@@H:4]2[CH2:3]1.O.[C:27]1(C)[CH:32]=CC(S(O)(=O)=O)=C[CH:28]=1.[CH3:38][C:39]([CH3:41])=O>>[CH3:1][CH:2]1[C:14]23[CH:17]=[C:18]([CH3:21])[CH:19]4[O:20][C:39]([CH3:41])([CH3:38])[O:22][C:13]24[CH:12]2[C:11]([CH2:24][O:25][C:27]([CH3:32])([CH3:28])[O:23]2)=[CH:10][CH:9]([C:15]3=[O:16])[CH:5]2[C:6]([CH3:8])([CH3:7])[CH:4]2[CH2:3]1 |f:1.2|. Reactants: C1(=C(C(=C(C(=C1F)F)F)N)F)N.Cl.Cl (dihydrochloride), COCC(CNC1=CC=C(C=C1)[N+](=O)[O-])O (1-methoxy-3-[(4-nitrophenyl)amino]propan-2-ol). Product: Cl.Cl.NC1=CC=C(C=C1)NCC(COC)O (1-[(4-aminophenyl)amino]-3-methoxypropan-2-ol dihydrochloride). Reported procedure: The 1-methoxy-3-[(4-nitrophenyl)amino]propan-2-ol (13) obtained above was reduced with a boiling zinc/ammonium chloride/water/ethanol mixture. The corresponding amine was isolated in dihydrochloride form. As a reaction SMILES: [CH3:1][O:2][CH2:3][CH:4]([OH:16])[CH2:5][NH:6][C:7]1[CH:12]=[CH:11][C:10]([N+:13]([O-])=O)=[CH:9][CH:8]=1.C1(N)C(F)=C(F)C(F)=C(N)C=1F.[ClH:29].Cl>[Zn].[Cl-].[NH4+].O.C(O)C>[ClH:29].[ClH:29].[NH2:13][C:10]1[CH:11]=[CH:12][C:7]([NH:6][CH2:5][CH:4]([OH:16])[CH2:3][O:2][CH3:1])=[CH:8][CH:9]=1 |f:1.2.3,4.5.6.7.8,9.10.11|. Reagents/catalysts: [Zn].[Cl-].[NH4+].O.C(C)O (zinc ammonium chloride water ethanol). Starting materials: C(C1=CC=CC=C1)OC(=O)NC(C(=O)NC1=CC=C(C=C1)CC(=O)OCC)COC1OCCCC1 ((RS)-2-(benzyloxycarbonylamino)-N-(4-(ethoxycarbonylmethyl)phenyl)-3-(tetrahydropyran-2-yloxy) propanamide), CC1=CC=C(C=C1)S(=O)(=O)Cl (4-methylbenzenesulfonyl chloride). Reagents/catalysts: [Pd] (Pd-C). Product: C(C)OC(=O)CC1=CC=C(C=C1)NC(C(COC1OCCCC1)NS(=O)(=O)C1=CC=C(C=C1)C)=O ((RS)-N-(4-(ethoxycarbonylmethyl)phenyl)-2-(4-methylbenzenesulfonylamino)-3-(tetrahydropyran-2-yloxy)propanamide). The yield is 51.9%. Reaction SMILES: C(OC([NH:11][CH:12]([CH2:28][O:29][CH:30]1[CH2:35][CH2:34][CH2:33][CH2:32][O:31]1)[C:13]([NH:15][C:16]1[CH:21]=[CH:20][C:19]([CH2:22][C:23]([O:25][CH2:26][CH3:27])=[O:24])=[CH:18][CH:17]=1)=[O:14])=O)C1C=CC=CC=1.[CH3:36][C:37]1[CH:42]=[CH:41][C:40]([S:43](Cl)(=[O:45])=[O:44])=[CH:39][CH:38]=1>[Pd]>[CH2:26]([O:25][C:23]([CH2:22][C:19]1[CH:18]=[CH:17][C:16]([NH:15][C:13](=[O:14])[CH:12]([NH:11][S:43]([C:40]2[CH:41]=[CH:42][C:37]([CH3:36])=[CH:38][CH:39]=2)(=[O:45])=[O:44])[CH2:28][O:29][CH:30]2[CH2:35][CH2:34][CH2:33][CH2:32][O:31]2)=[CH:21][CH:20]=1)=[O:24])[CH3:27]. Procedure: The procedure described in Example 15 was repeated, except that (RS)-2-(benzyloxycarbonylamino)-N-(4-(ethoxycarbonylmethyl)phenyl)-3-(tetrahydropyran-2-yloxy) propanamide (1.0 g) was hydrogenolyzed in the presence of 10% Pd-C, and then, reacted with 4-methylbenzenesulfonyl chloride (778 mg) to obtain (RS)-N-(4-(ethoxycarbonylmethyl)phenyl)-2-(4-methylbenzenesulfonylamino)-3-(tetrahydropyran-2-yloxy)propanamide (540 mg). Starting materials: O=C1Nc2ncc(Br)nc2NC12CC2, C1COCCO1, Cc1cc(-c2nncn2C2CCCCO2)ccc1B1OC(C)(C)C(C)(C)O1, Cc1cc(-c2nncn2C2CCCCO2)ccc1-c1cnc2c(n1)NC1(CC1)C(=O)N2, CC(C)O, ClCCl, O=C(O)C(F)(F)F, [Na+], [Na+], O=C([O-])[O-]. The product is Cc1cc(-c2nnc[nH]2)ccc1-c1cnc2c(n1)NC1(CC1)C(=O)N2. As a reaction SMILES: [Br:66][c:67]1[n:68][c:69]2[c:75]([n:76][cH:77]1)[NH:74][C:72](=[O:73])[C:71]1([NH:70]2)[CH2:78][CH2:79]1.[CH2:93]1[O:94][CH2:95][CH2:96][O:97][CH2:98]1.[CH3:39][c:40]1[cH:41][c:42](-[c:43]2[n:44]([CH:45]3[CH2:46][CH2:47][CH2:48][CH2:49][O:50]3)[cH:51][n:52][n:53]2)[cH:54][cH:55][c:56]1[B:57]1[O:58][C:59]([CH3:60])([CH3:61])[C:62]([CH3:63])([CH3:64])[O:65]1.[CH3:8][c:9]1[c:10](-[c:26]2[cH:27][n:28][c:29]3[c:30]([n:31]2)[NH:32][C:33]2([CH2:34][CH2:35]2)[C:36](=[O:38])[NH:37]3)[cH:11][cH:12][c:13](-[c:15]2[n:16][n:17][cH:18][n:19]2[CH:20]2[CH2:21][CH2:22][CH2:23][CH2:24][O:25]2)[cH:14]1.[CH:89]([OH:90])([CH3:91])[CH3:92].[Cl:80][CH2:81][Cl:82].[F:1][C:2]([F:3])([F:4])[C:5]([OH:6])=[O:7].[Na+:83].[Na+:84].[O-:85][C:86](=[O:87])[O-:88]>>[CH3:8][c:9]1[c:10](-[c:26]2[cH:27][n:28][c:29]3[c:30]([n:31]2)[NH:32][C:33]2([CH2:34][CH2:35]2)[C:36](=[O:38])[NH:37]3)[cH:11][cH:12][c:13](-[c:15]2[n:16][n:17][cH:18][nH:19]2)[cH:14]1. Starting materials: C1(O)=CC=C(O)C=C1 (hydroquinone), B(F)(F)F.CCOCC (boron trifluoride diethyl etherate), O1CCOCC1 (dioxane), vinyl lactone, O1CCOCC1 (dioxane). The solvent is alcohol, C(C)OCC (diethyl ether). Conditions: time 0 hour. Yields the product O1CCCC2=CC=CC=C12 (racemic chroman). Reaction SMILES: [C:1]1([CH:8]=[CH:7]C(O)=[CH:4][CH:3]=1)O.B(F)(F)F.[CH3:13][CH2:14][O:15][CH2:16][CH3:17].O1CCOCC1>C(OCC)C>[O:15]1[C:16]2[C:8](=[CH:1][CH:3]=[CH:4][CH:17]=2)[CH2:7][CH2:13][CH2:14]1 |f:1.2|. Procedure: To a solution of hydroquinone 1 (0.01 mol) and a catalyst, preferably boron trifluoride diethyl etherate (0.016 mol) In an organic solvent, preferably dry dioxane (10 mL), is added vinyl lactone 2 (0.016 mol) in an organic solvent, preferably dry dioxane (5.0 mL) over 1-60 minutes, preferably 60 minutes, at 0-150° C., preferably 110° C., under an inert gas. The reaction mixture is stirred for 0 to 8 hours, preferably 0 hours, at the selected temperature, cooled to room temperature, and diluted w... The reactants are P(=O)(O)(O)OP(=O)(O)O (Pyrophosphoric acid), [C@@H]1([C@H](O)[C@H](O)[C@@H](CO)O1)N1C=NC=2C(O)=NC=NC12 (inosine). Run in C(C)(=O)[O-] (acetate). Run at time 32 hour. Product: [C@@H]1([C@H](O)[C@H](O)[C@@H](COP(=O)(O)O)O1)N1C=NC=2C(O)=NC=NC12 (5′-inosinic acid). Reaction SMILES: [P:1]([O:5]P(O)(O)=O)([OH:4])([OH:3])=[O:2].[C@@H:10]1([N:19]2[C:28]3[N:27]=[CH:26][N:25]=[C:23]([OH:24])[C:22]=3[N:21]=[CH:20]2)[O:18][C@H:15]([CH2:16]O)[C@@H:13]([OH:14])[C@H:11]1[OH:12]>C([O-])(=O)C>[C@@H:10]1([N:19]2[C:28]3[N:27]=[CH:26][N:25]=[C:23]([OH:24])[C:22]=3[N:21]=[CH:20]2)[O:18][C@H:15]([CH2:16][O:5][P:1]([OH:3])([OH:4])=[O:2])[C@@H:13]([OH:14])[C@H:11]1[OH:12]. Reported procedure: Pyrophosphoric acid (15 g/dl) and 8 g/dl of inosine were dissolved in an acetate buffer (pH 4.0). To the solution was added E. coli JM109 strain having introduced therein the above-mentioned mutant and wild-type acid phosphatase genes such that the concentration reached 200 mg/dl in terms of the dry cell weight. The reaction was conducted at 35° C. for 32 hours while maintaining the pH at 4.0, and the amount of 5′-inosinic acid formed over the course of time was measured. Inosinic acid formed wa... Reaction SMILES: [Cl:1][CH2:2][C:3]1[CH:11]=[CH:10][C:6]([C:7](Cl)=[O:8])=[CH:5][CH:4]=1.[NH2:12][CH2:13][CH2:14][CH2:15][CH2:16][N:17]1[C:29]2[C:28]3[CH:27]=[CH:26][CH:25]=[CH:24][C:23]=3[N:22]=[C:21]([NH2:30])[C:20]=2[N:19]=[CH:18]1>ClCCl.N1C=CC=CC=1.C(Cl)(Cl)Cl.CO>[NH2:30][C:21]1[C:20]2[N:19]=[CH:18][N:17]([CH2:16][CH2:15][CH2:14][CH2:13][NH:12][C:7](=[O:8])[C:6]3[CH:10]=[CH:11][C:3]([CH2:2][Cl:1])=[CH:4][CH:5]=3)[C:29]=2[C:28]2[CH:27]=[CH:26][CH:25]=[CH:24][C:23]=2[N:22]=1. Run at time 1 hour. Reactants: ClCC1=CC=C(C(=O)Cl)C=C1 (4-(chloromethyl)benzoyl chloride), NCCCCN1C=NC=2C(=NC=3C=CC=CC3C21)N (1-(4-aminobutyl)-1H-imidazo[4,5-c]quinolin-4-amine). Procedure details: A solution of 4-(chloromethyl)benzoyl chloride (1.06 g, 5.6 mmol) in dichloromethane was added to a suspension of 1-(4-aminobutyl)-1H-imidazo[4,5-c]quinolin-4-amine (1.0 g, 3.9 mmol) in pyridine (250 mL). After 1 hour HPLC analysis indicated that the reaction was complete. The reaction mixture was concentrated under vacuum. The residue was combined with saturated aqueous sodium bicarbonate. A solid was isolated by filtration then dissolved in chloroform containing a small amount of methanol. The... Solvent: C(Cl)(Cl)Cl (chloroform), CO (methanol), ClCCl (dichloromethane), N1=CC=CC=C1 (pyridine). Yields the product NC1=NC=2C=CC=CC2C2=C1N=CN2CCCCNC(C2=CC=C(C=C2)CCl)=O (N1-[4-(4-amino-1H-imidazo[4,5-c]quinolin-1-yl)butyl]-4-(chloromethyl)benzamide).